Dataset: the Open Reaction Database (ORD), a public repository of structured organic reaction records. Task: describe an organic reaction: reactants, conditions, products, and yield Reactants: CC(=O)OC(C)=O, CC1CC(c2ncc3nccc-3[nH]2)CC(c2ccccc2)N1, Cl, [K+], [K+], O=C([O-])[O-], CN(C)C=O. Reaction SMILES: [CH3:24][C:25](=[O:26])[O:27][C:28](=[O:29])[CH3:30].[CH3:2][CH:3]1[NH:4][CH:5]([c:18]2[cH:19][cH:20][cH:21][cH:22][cH:23]2)[CH2:6][CH:7]([c:9]2[n:10][cH:11][c:12]3[n:17][cH:16][cH:15][c:13]-3[nH:14]2)[CH2:8]1.[ClH:1].[K+:31].[K+:32].[O-:33][C:34]([O-:35])=[O:36].[O:37]=[CH:38][N:39]([CH3:40])[CH3:41]>>[CH3:2][CH:3]1[NH:4][CH:5]([c:18]2[cH:19][cH:20][cH:21][cH:22][cH:23]2)[CH2:6][CH:7]([c:9]2[n:10][cH:11][c:12]3[n:17][cH:16][c:15]([C:25]([CH3:24])=[O:26])[c:13]-3[nH:14]2)[CH2:8]1. The product is CC(=O)c1cnc2cnc(C3CC(C)NC(c4ccccc4)C3)[nH]c1-2. Procedure details: 1.6 ml of diethyl azodicarboxylate are added dropwise, at 20° C. under argon, to 690 mg of 3-Boc-4(S)-cyclohexylmethyl-2,2-dimethyl-5-(2-hydroxyethyl)oxazolidine, 2.6 g of triphenylphosphine and 1.6 g of pyridinium bromide in 15 ml of CH2Cl2. After 16 h at R.T., H2O is added and the mixture is diluted with 100 ml of CH2Cl2. The organic phase is washed twice with saturated NaHCO3 solution and once with saturated NaCl solution. The organic phase is dried with Na2SO4 and concentrated, and the resid... Run at time 16 hour. Yields the product C(=O)(OC(C)(C)C)N1C(OC([C@@H]1CC1CCCCC1)CCBr)(C)C (3-Boc-4(S)-Cyclohexylmethyl-2,2-dimethyl-5-(2-bromoethyl)oxazolidine). RXN SMILES: N(C(OCC)=O)=NC(OCC)=O.[C:13]([N:20]1[C@@H:24]([CH2:25][CH:26]2[CH2:31][CH2:30][CH2:29][CH2:28][CH2:27]2)[CH:23]([CH2:32][CH2:33]O)[O:22][C:21]1([CH3:36])[CH3:35])([O:15][C:16]([CH3:19])([CH3:18])[CH3:17])=[O:14].C1(P(C2C=CC=CC=2)C2C=CC=CC=2)C=CC=CC=1.[Br-:56].[NH+]1C=CC=CC=1>C(Cl)Cl.O>[C:13]([N:20]1[C@@H:24]([CH2:25][CH:26]2[CH2:31][CH2:30][CH2:29][CH2:28][CH2:27]2)[CH:23]([CH2:32][CH2:33][Br:56])[O:22][C:21]1([CH3:36])[CH3:35])([O:15][C:16]([CH3:19])([CH3:18])[CH3:17])=[O:14] |f:3.4|. Run in C(Cl)Cl (CH2Cl2), O (H2O), C(Cl)Cl (CH2Cl2). The reactants are N(=NC(=O)OCC)C(=O)OCC (diethyl azodicarboxylate), C(=O)(OC(C)(C)C)N1C(OC([C@@H]1CC1CCCCC1)CCO)(C)C (3-Boc-4(S)-cyclohexylmethyl-2,2-dimethyl-5-(2-hydroxyethyl)oxazolidine), C1(=CC=CC=C1)P(C1=CC=CC=C1)C1=CC=CC=C1 (triphenylphosphine), [Br-].[NH+]1=CC=CC=C1 (pyridinium bromide). The reactants are [H-].[H-].[H-].[H-].[Li+].[Al+3] (LiAlH4), compound, S1C(C2CC=C(CC2)C)(C1)C (8,9-Epithio-1-p-menthene), [H-].[H-].[H-].[H-].[Li+].[Al+3] (LiAlH4), O (water). Run in O1CCCC1 (THF), O1CCCC1 (tetrahydrofuran). Run at temperature 0 celsius. Yields the product C1(=CCC(CC1)C(C)(C)S)C (1-p-menthene-8-thiol). Isolated yield 69.0%. Reaction SMILES: [S:1]1[CH2:10][C:2]1([CH3:11])[CH:3]1[CH2:8][CH2:7][C:6]([CH3:9])=[CH:5][CH2:4]1.[H-].[H-].[H-].[H-].[Li+].[Al+3].O>O1CCCC1>[C:6]1([CH3:9])[CH2:7][CH2:8][CH:3]([C:2]([SH:1])([CH3:10])[CH3:11])[CH2:4][CH:5]=1 |f:1.2.3.4.5.6|. Reported procedure: 0.637 g (3.8 mM) of the compound prepared according to letter (b) above in 12 ml of tetrahydrofuran (THF) were added under nitrogen atmosphere to a stirred boiling suspension of 72 mg (1.9 mM) of LiAlH4 in 3 ml of THF. The reaction mixture was refluxed for 1 further hour, then cooled at 0° C. and the excess of LiAlH4 decomposed by addition of water. The obtained mixture was then extracted with ether (3×) and the organic phase washed with water (3×), dried and evaporated. After fractional distill... Starting materials: [Al+3], Brc1ccccc1, [Cl-], [Cl-], [Cl-], ClCCl, Cl, O=C1CCC(=O)O1. Yields the product O=C(O)CCC(=O)c1ccc(Br)cc1. As a reaction SMILES: [Al+3:4].[Br:5][c:6]1[cH:7][cH:8][cH:9][cH:10][cH:11]1.[Cl-:1].[Cl-:2].[Cl-:3].[Cl:20][CH2:21][Cl:22].[ClH:19].[O:12]=[C:13]1[CH2:14][CH2:15][C:16](=[O:17])[O:18]1>>[Br:5][c:6]1[cH:7][cH:8][c:9]([C:16]([CH2:15][CH2:14][C:13](=[O:12])[OH:18])=[O:17])[cH:10][cH:11]1.